This data is from the Open Reaction Database (ORD), a public repository of structured organic reaction records. The task is: describe an organic reaction: reactants, conditions, products, and yield The reactants are BrC=1C=C(C=CC1)S (3-bromothiophenol), S1C=C(C=C1)C=1C=C(C=CC1)CC(=S)O (3-(3-thienyl)phenylthioacetic acid), S1C=C(C=C1)C=1C=C(C=CC1)NCC(=O)O (3-(3-thienyl)phenylaminoacetic acid), BrC=1C=C(N)C=CC1 (3-bromoaniline), BrC=1C=C(OCC(=O)OCC)C=CC1 (ethyl 3-bromophenoxyacetate). The product is S1C=C(C=C1)C=1C=C(OCC(=O)O)C=CC1 (3-(3-thienyl)phenoxyacetic acid). As a reaction SMILES: BrC1C=[C:4]([SH:8])[CH:5]=[CH:6][CH:7]=1.BrC1C=C(C=CC=1)N.Br[C:18]1[CH:19]=[C:20]([CH:28]=[CH:29][CH:30]=1)[O:21][CH2:22][C:23]([O:25]CC)=[O:24].S1C=CC(C2C=C(CC(O)=S)C=CC=2)=C1.S1C=CC(C2C=C(NCC(O)=O)C=CC=2)=C1>>[S:8]1[CH:7]=[CH:6][C:5]([C:18]2[CH:19]=[C:20]([CH:28]=[CH:29][CH:30]=2)[O:21][CH2:22][C:23]([OH:25])=[O:24])=[CH:4]1. Procedure: When the same reactions as in Referential Example 12 are carried out using 3-bromothiophenol or 3-bromoaniline instead of the starting 3-bromophenol, 3-(3-thienyl)phenylthioacetic acid and 3-(3-thienyl)phenylaminoacetic acid are obtained. Starting materials: N(=NC(=O)OC(C)C)C(=O)OC(C)C (diisopropyl azodicarboxylate), OCCCOC1=NC=C(C=C1)C(F)(F)F (2-(3-hydroxypropyloxy)-5-trifluoromethylpyridine), ClC1=C(C(=CC(=C1)OCC=C(Cl)Cl)C)O (2-chloro-6-methyl-4-(3,3-dichloro-2-propenyloxy)phenol), C1(=CC=CC=C1)P(C1=CC=CC=C1)C1=CC=CC=C1 (triphenylphosphine). The solvent is ClCCl (dichloromethane), ClCCl (dichloromethane). Product: ClC=1C=C(C=C(C1OCCCOC1=NC=C(C=C1)C(F)(F)F)C)OCC=C(Cl)Cl (3-chloro-5-methyl-4-[3-(5-trifluoromethyl-2-pyridyloxy)propyloxy]-1-(3,3-dichloro-2-propenyloxy)benzene). The yield is 79.7%. Reaction SMILES: [OH:1][CH2:2][CH2:3][CH2:4][O:5][C:6]1[CH:11]=[CH:10][C:9]([C:12]([F:15])([F:14])[F:13])=[CH:8][N:7]=1.[Cl:16][C:17]1[CH:22]=[C:21]([O:23][CH2:24][CH:25]=[C:26]([Cl:28])[Cl:27])[CH:20]=[C:19]([CH3:29])[C:18]=1O.C1(P(C2C=CC=CC=2)C2C=CC=CC=2)C=CC=CC=1.N(C(OC(C)C)=O)=NC(OC(C)C)=O>ClCCl>[Cl:16][C:17]1[CH:22]=[C:21]([O:23][CH2:24][CH:25]=[C:26]([Cl:27])[Cl:28])[CH:20]=[C:19]([CH3:29])[C:18]=1[O:1][CH2:2][CH2:3][CH2:4][O:5][C:6]1[CH:11]=[CH:10][C:9]([C:12]([F:15])([F:13])[F:14])=[CH:8][N:7]=1. Procedure details: To a solution of 0.33 g of 2-(3-hydroxypropyloxy)-5-trifluoromethylpyridine, 0.40 g of 2-chloro-6-methyl-4-(3,3-dichloro-2-propenyloxy)phenol and 0.41 g of triphenylphosphine dissolved in 30 ml of dichloromethane was added dropwise a solution of 0.32 g of diisopropyl azodicarboxylate dissolved in 3 ml of dichloromethane, while stirring at room temperature. After stirring at room temperature for 24 hours, the reaction mixture was concentrated to obtain a residue. The residue was subjected to sili... Yields the product C=C(OCC)c1ccc2ncc(C(C)c3c(F)cc4c(cnn4C)c3F)n2n1. Reactants: C=C(OCC)[Sn](CCCC)(CCCC)CCCC, CC(c1c(F)cc2c(cnn2C)c1F)c1cnc2ccc(Cl)nn12, N#N, CN(C)C=O, [Pd], c1ccc(P(c2ccccc2)c2ccccc2)cc1, c1ccc(P(c2ccccc2)c2ccccc2)cc1, c1ccc(P(c2ccccc2)c2ccccc2)cc1, c1ccc(P(c2ccccc2)c2ccccc2)cc1. RXN SMILES: [CH2:25]([Sn:26]([CH2:27][CH2:28][CH2:29][CH3:35])([C:30](=[CH2:31])[O:32][CH2:33][CH3:34])[CH2:36][CH2:37][CH2:38][CH3:39])[CH2:40][CH2:41][CH3:42].[Cl:1][c:2]1[cH:3][cH:4][c:5]2[n:6]([n:7]1)[c:8]([CH:11]([CH3:12])[c:13]1[c:14]([F:24])[c:15]3[cH:16][n:17][n:18]([CH3:23])[c:19]3[cH:20][c:21]1[F:22])[cH:9][n:10]2.[N:43]#[N:44].[O:45]=[CH:46][N:47]([CH3:48])[CH3:49].[Pd:50].[c:108]1([P:109]([c:110]2[cH:111][cH:112][cH:113][cH:114][cH:115]2)[c:116]2[cH:117][cH:118][cH:119][cH:120][cH:121]2)[cH:122][cH:123][cH:124][cH:125][cH:126]1.[c:51]1([P:52]([c:53]2[cH:54][cH:55][cH:56][cH:57][cH:58]2)[c:59]2[cH:60][cH:61][cH:62][cH:63][cH:64]2)[cH:65][cH:66][cH:67][cH:68][cH:69]1.[c:70]1([P:71]([c:72]2[cH:73][cH:74][cH:75][cH:76][cH:77]2)[c:78]2[cH:79][cH:80][cH:81][cH:82][cH:83]2)[cH:84][cH:85][cH:86][cH:87][cH:88]1.[c:89]1([P:90]([c:91]2[cH:92][cH:93][cH:94][cH:95][cH:96]2)[c:97]2[cH:98][cH:99][cH:100][cH:101][cH:102]2)[cH:103][cH:104][cH:105][cH:106][cH:107]1>>[c:2]1([C:30](=[CH2:31])[O:32][CH2:33][CH3:34])[cH:3][cH:4][c:5]2[n:6]([n:7]1)[c:8]([CH:11]([CH3:12])[c:13]1[c:14]([F:24])[c:15]3[cH:16][n:17][n:18]([CH3:23])[c:19]3[cH:20][c:21]1[F:22])[cH:9][n:10]2.